Task: describe an organic reaction: reactants, conditions, products, and yield. Dataset: the Open Reaction Database (ORD), a public repository of structured organic reaction records The product is Cl.ClC=1C=C(C=CC1Cl)C(CCN1CCC(CC1)N1C(NCCC1)=O)C1N(C(C2=CC(=CC=C12)C(=O)N)=O)C (3-[1-(3,4-Dichlorophenyl)-3-(4-(2-oxoperhydropyrimidine-1-yl)piperidino)propyl]-6-aminocarbonyl-2-methyl-2,3-dihydroisoindol-1-one hydrochloride). Procedure: 3-(3,4-Dichlorophenyl)-3-(5-aminocarbonyl-2-methyl-3-oxo-2,3-dihydro-1H-isoindol-1-yl)propionaldehyde (0.2 g) was coupled to 4-(2-oxoperhydropyrimidine-1-yl)piperidine (0.093 g) by a method similar to that described in Example 8. The reaction product was not purified by chromatography but converted to the corresponding hydrochloride salt as described in the Example 8 to afford the title compound (0.19 g); mp 240°-250° C. (d); MS: m/z=558(M+1); NMR: 2.60-2.77 (m,3), 3.29 (broad,3), 4.67 (m,1), 5.... Reaction SMILES: [Cl:1][C:2]1[CH:3]=[C:4]([CH:9]([CH:13]2[C:21]3[C:16](=[CH:17][C:18]([C:22]([NH2:24])=[O:23])=[CH:19][CH:20]=3)[C:15](=[O:25])[N:14]2[CH3:26])[CH2:10][CH:11]=O)[CH:5]=[CH:6][C:7]=1[Cl:8].[O:27]=[C:28]1[NH:33][CH2:32][CH2:31][CH2:30][N:29]1[CH:34]1[CH2:39][CH2:38][NH:37][CH2:36][CH2:35]1>>[ClH:1].[Cl:1][C:2]1[CH:3]=[C:4]([CH:9]([CH:13]2[C:21]3[C:16](=[CH:17][C:18]([C:22]([NH2:24])=[O:23])=[CH:19][CH:20]=3)[C:15](=[O:25])[N:14]2[CH3:26])[CH2:10][CH2:11][N:37]2[CH2:38][CH2:39][CH:34]([N:29]3[CH2:30][CH2:31][CH2:32][NH:33][C:28]3=[O:27])[CH2:35][CH2:36]2)[CH:5]=[CH:6][C:7]=1[Cl:8] |f:2.3|. Starting materials: ClC=1C=C(C=CC1Cl)C(CC=O)C1N(C(C2=CC(=CC=C12)C(=O)N)=O)C (3-(3,4-Dichlorophenyl)-3-(5-aminocarbonyl-2-methyl-3-oxo-2,3-dihydro-1H-isoindol-1-yl)propionaldehyde), O=C1N(CCCN1)C1CCNCC1 (4-(2-oxoperhydropyrimidine-1-yl)piperidine). The yield is 124.9%.